Dataset: the Open Reaction Database (ORD), a public repository of structured organic reaction records. Task: describe an organic reaction: reactants, conditions, products, and yield Starting materials: OC1=CC=C(C=O)C=C1 (4-hydroxybenzaldehyde), C1(=CC=C(C=C1)S(=O)(=O)OCC(C(F)F)(F)F)C (2,2,3,3-tetrafluoropropyl p-toluenesulfonate), [H-].[Na+] (sodium hydride), [H][H] (hydrogen). The solvent is C1=CC=CC=C1.CCCCCC (benzene hexane), CCCCCC (hexane), CN(C(C)=O)C (N,N-dimethylacetamide). Reaction conditions: temperature 120 celsius, time 15 minute. The product is FC(COC1=CC=C(C=O)C=C1)(C(F)F)F (4-(2,2,3,3-Tetrafluoropropoxy)benzaldehyde). Isolated yield 96.1%. As a reaction SMILES: [H-].[Na+].[OH:3][C:4]1[CH:11]=[CH:10][C:7]([CH:8]=[O:9])=[CH:6][CH:5]=1.[H][H].C1(C)C=CC(S(O[CH2:24][C:25]([F:30])([F:29])[CH:26]([F:28])[F:27])(=O)=O)=CC=1>CCCCCC.CN(C)C(=O)C.C1C=CC=CC=1.CCCCCC>[F:29][C:25]([F:30])([CH:26]([F:28])[F:27])[CH2:24][O:3][C:4]1[CH:11]=[CH:10][C:7]([CH:8]=[O:9])=[CH:6][CH:5]=1 |f:0.1,7.8|. Procedure: After 1.90 g (43.5 mmol) of 55% sodium hydride were washed with hexane, it was suspended in 25 ml of N,N-dimethylacetamide and 5.3 g (43 mmol) of 4-hydroxybenzaldehyde were gradually added to the suspension at 0° C. under nitrogen atmosphere. When generation of hydrogen gas stopped, 11.14 g (39 mmol) of 2,2,3,3-tetrafluoropropyl p-toluenesulfonate were added to the reaction mixture, followed by heating of the resulting mixture at 120° C. with stirring for 2 hours and 15 minutes. After the reacti... Starting materials: C(=O)([O-])[O-].[K+].[K+] (K2CO3), CN[C@H]1[C@@H](CCCC1)NC ((1R,2R)—N1,N2-dimethylcyclohexane-1,2-diamine), BrC1=C(C=CC(=C1)Cl)[C@H](C(F)(F)F)O ((R)-1-(2-bromo-4-chlorophenyl)-2,2,2-trifluoroethanol), N1C=NC2=C1C=CC=C2 (1H-benzo[d]imidazole). Reagents/catalysts: [Cu]I (CuI). Solvent: C1(=CC=CC=C1)C (toluene). Conditions: temperature 130 celsius. The product is N1(C=NC2=C1C=CC=C2)C2=C(C=CC(=C2)Cl)[C@H](C(F)(F)F)O ((R)-1-(2-(1H-benzo[d]imidazol-1-yl)-4-chlorophenyl)-2,2,2-trifluoroethanol). Reaction SMILES: Br[C:2]1[CH:7]=[C:6]([Cl:8])[CH:5]=[CH:4][C:3]=1[C@@H:9]([OH:14])[C:10]([F:13])([F:12])[F:11].[NH:15]1[C:19]2[CH:20]=[CH:21][CH:22]=[CH:23][C:18]=2[N:17]=[CH:16]1.C([O-])([O-])=O.[K+].[K+].CN[C@@H]1CCCC[C@H]1NC>C1(C)C=CC=CC=1.[Cu]I>[N:15]1([C:2]2[CH:7]=[C:6]([Cl:8])[CH:5]=[CH:4][C:3]=2[C@@H:9]([OH:14])[C:10]([F:13])([F:12])[F:11])[C:19]2[CH:20]=[CH:21][CH:22]=[CH:23][C:18]=2[N:17]=[CH:16]1 |f:2.3.4|. Reported procedure: To a solution of (R)-1-(2-bromo-4-chlorophenyl)-2,2,2-trifluoroethanol (1 g, 3.5 mmol) and 1H-benzo[d]imidazole (408 mg, 3.5 mmol) in toluene (24 mL) was added sequentially, CuI (131 mg, 0.69 mmol), K2CO3 (1.19 g, 8.63 mmol), and (1R,2R)—N1,N2-dimethylcyclohexane-1,2-diamine (196 mg, 1.38 mmol). The reaction mixture was purged with N2 and then heated at 130° C. in a sealed tube for 12 h. Afterward, the reaction was cooled to RT. The solid was removed by filtration and the filtrate was concentrat... The reactants are CN1C2=CC=CC=C2C=2C=C(C=CC12)C=O (N-methyl-3-formyl carbazole), [BH4-].[Na+] (NaBH4), [OH-].[Na+] (NaOH). The solvent is C(C)O (ethanol), O (water). Reaction conditions: temperature 60 celsius, time 1 hour. Product: CN1C2=CC=CC=C2C=2C=C(C=CC12)CO (N-methyl-3-hydroxymethyl carbazole). The yield is 92.0%. Reaction SMILES: [CH3:1][N:2]1[C:14]2[CH:13]=[CH:12][C:11]([CH:15]=[O:16])=[CH:10][C:9]=2[C:8]2[C:3]1=[CH:4][CH:5]=[CH:6][CH:7]=2.[BH4-].[Na+].[OH-].[Na+]>C(O)C.O>[CH3:1][N:2]1[C:14]2[CH:13]=[CH:12][C:11]([CH2:15][OH:16])=[CH:10][C:9]=2[C:8]2[C:3]1=[CH:4][CH:5]=[CH:6][CH:7]=2 |f:1.2,3.4|. Procedure details: To a solution of 18.9 g N-methyl-3-formyl carbazole in 400 ml ethanol, a mixture of 2.5 g NaBH4 and 20 ml 0.4N NaOH in water was added dropwise. The mixture was then heated at 60° C. and stirred for one hour. Cooling at room temperature, white crystals were obtained which were filtered, washed with water, dried and recrystallized from a cyclohexane:benzene mixture (1:1), yielding 92% N-methyl-3-hydroxymethyl carbazole with m.p.=96° C. IR: 3346 cm-1 (OH), 710, 729, 747, 770, 804 cm-1 (carbazole) ... Starting materials: C(=O)(C(=O)OCC)Cl (ethoxalyl chloride), O (water), C(C(=C)C)(=O)N (methacrylamide). Run in C(Cl)(Cl)Cl (chloroform), C(Cl)(Cl)Cl (chloroform). Run at time 30 minute. Yields the product C(=O)(C(=O)OCC)NC(C(=C)C)=O (N-ethoxalylmethacrylamide). Yield: 28.8%. As a reaction SMILES: [C:1](Cl)([C:3]([O:5][CH2:6][CH3:7])=[O:4])=[O:2].[C:9]([NH2:14])(=[O:13])[C:10]([CH3:12])=[CH2:11].O>C(Cl)(Cl)Cl>[C:1]([NH:14][C:9](=[O:13])[C:10]([CH3:12])=[CH2:11])([C:3]([O:5][CH2:6][CH3:7])=[O:4])=[O:2]. Procedure: Into the same reaction vessel as used in Example 1, ethoxalyl chloride (12.3 g; 0.09 mol) was charged, and the reaction vessel was cooled in an ice bath. A solution of methacrylamide (20.3 g; 0.24 mol) in chloroform (90.0 ml) was dropwise added thereto in 30 minutes, followed by stirring at room temperature for 3 days. The reaction mixture was shaken with chloroform (500 ml) and water (500 ml), and the chloroform layer was separated and dried over anhydrous magnesium sulfate, followed by removal... Reactants: COc1ccc2cc(Nc3cc(C)[nH]n3)nc(Cl)c2c1, OB(O)c1ccc(F)cc1F. Yields the product COc1ccc2cc(Nc3cc(C)[nH]n3)nc(-c3ccc(F)cc3F)c2c1. As a reaction SMILES: [Cl:1][c:2]1[n:3][c:4]([NH:14][c:15]2[n:16][nH:17][c:18]([CH3:20])[cH:19]2)[cH:5][c:6]2[cH:7][cH:8][c:9]([O:12][CH3:13])[cH:10][c:11]12.[F:21][c:22]1[c:23]([B:29]([OH:30])[OH:31])[cH:24][cH:25][c:26]([F:28])[cH:27]1>>[c:2]1(-[c:23]2[c:22]([F:21])[cH:27][c:26]([F:28])[cH:25][cH:24]2)[n:3][c:4]([NH:14][c:15]2[n:16][nH:17][c:18]([CH3:20])[cH:19]2)[cH:5][c:6]2[cH:7][cH:8][c:9]([O:12][CH3:13])[cH:10][c:11]12. The reactants are C(C)(C)(C)OC(=O)N1CCC(CC1)ON=C1CCNCC1 (4-(Piperidin-4-ylideneaminooxy)-piperidine-1-carboxylic acid tert-butyl ester), BrC1=C(C=C(C(=C1)F)F)F (1-bromo-2,4,5-trifluorobenzene), CCN(C(C)C)C(C)C (iPr2NEt), Cl (HCl). Solvent: CS(=O)C (DMSO), CCOC(=O)C (EtOAc). Yields the product C(C)(C)(C)OC(=O)N1CCC(CC1)ON=C1CCN(CC1)C1=C(C=C(C(=C1)F)Br)F (4-[1-(4-Bromo-2,5-difluoro-phenyl)-piperidin-4-ylideneaminooxy]-piperidine-1-carboxylic acid tert-butyl ester). As a reaction SMILES: [C:1]([O:5][C:6]([N:8]1[CH2:13][CH2:12][CH:11]([O:14][N:15]=[C:16]2[CH2:21][CH2:20][NH:19][CH2:18][CH2:17]2)[CH2:10][CH2:9]1)=[O:7])([CH3:4])([CH3:3])[CH3:2].[Br:22][C:23]1[CH:28]=[C:27]([F:29])[C:26](F)=[CH:25][C:24]=1[F:31].CCN(C(C)C)C(C)C.Cl>CS(C)=O.CCOC(C)=O>[C:1]([O:5][C:6]([N:8]1[CH2:13][CH2:12][CH:11]([O:14][N:15]=[C:16]2[CH2:21][CH2:20][N:19]([C:26]3[CH:25]=[C:24]([F:31])[C:23]([Br:22])=[CH:28][C:27]=3[F:29])[CH2:18][CH2:17]2)[CH2:10][CH2:9]1)=[O:7])([CH3:4])([CH3:2])[CH3:3]. Procedure details: Compound 69c (1.0 g, 3.4 mmol) and 1-bromo-2,4,5-trifluorobenzene were heated with iPr2NEt (1.7 mL, 10.2 mmol) in DMSO (5 mL) at 140° C. for 40 min 1M HCl and EtOAc were added and the organic phase dried over MgSO4 and concentrated. The mixture was purified by chromatography on silica gel eluting with EtOAc/Hexane to give 4-[1-(4-Bromo-2,5-difluoro-phenyl)-piperidin-4-ylideneaminooxy]-piperidine-1-carboxylic acid tert-butyl ester 77a (720 mg). The reactants are [N+](=O)([O-])CCC(=O)O (3-nitropropionic acid), S(O)(O)(=O)=O (sulphuric acid), C(C)O (ethanol). The product is C(C)C(C(=O)O)C[N+](=O)[O-] (ethyl 3-nitropropionic acid). As a reaction SMILES: [N+:1]([CH2:4][CH2:5][C:6]([OH:8])=[O:7])([O-:3])=[O:2].S(=O)(=O)(O)O.[CH2:14](O)[CH3:15]>>[CH2:14]([CH:5]([CH2:4][N+:1]([O-:3])=[O:2])[C:6]([OH:8])=[O:7])[CH3:15]. Procedure: To a solution of 2 gr of 3-nitropropionic acid (41) in 30 mL of ethanol add catalytic amount of concentrated sulphuric acid (0.8 mL) and reflux overnight. Then add water and extracted with ethylacetate. The organic layer was washed with saturated sodium bicarbonate solution, saturated sodium chloride and water. Purification from column gives ethyl 3-nitropropionic acid (26) as pale yellow liquid with boiling point 92° C. at 2.5 torr.